From a dataset of the Open Reaction Database (ORD), a public repository of structured organic reaction records. describe an organic reaction: reactants, conditions, products, and yield The reactants are [OH-].[K+] (KOH), Cl.ClCCN1CCOCC1 (2-chloroethylmorpholine HCl), CC=1NC2=NC=CC=C2C1 (2-methyl-7-azaindole). The solvent is CS(=O)C (DMSO), CS(=O)C (DMSO). Run at time 10 minute. The product is CC1=CC=2C(=NC=CC2)N1CCN1CCOCC1 (4-(2-(2-methyl-1H-pyrrolo[2,3-b]pyridin-1-yl)ethyl)morpholine). RXN SMILES: Cl.Cl[CH2:3][CH2:4][N:5]1[CH2:10][CH2:9][O:8][CH2:7][CH2:6]1.[OH-].[K+].[CH3:13][C:14]1[NH:15][C:16]2[C:21]([CH:22]=1)=[CH:20][CH:19]=[CH:18][N:17]=2>CS(C)=O>[CH3:13][C:14]1[N:15]([CH2:3][CH2:4][N:5]2[CH2:10][CH2:9][O:8][CH2:7][CH2:6]2)[C:16]2=[N:17][CH:18]=[CH:19][CH:20]=[C:21]2[CH:22]=1 |f:0.1,2.3|. Procedure details: To a solution of 2-chloroethylmorpholine HCl (169 mg, 0.91 mmol) in 0.3 mL DMSO was added pulverized KOH (128 mg, 2.27 mmol), then after 10 min, a solution of 2-methyl-7-azaindole (100 mg, 0.76 mmol) in 0.2 mL DMSO was added and the reaction stirred at room temperature overnight. The reaction mixture was partitioned between H2O and toluene, and the organic extract washed two times with H2O, dried over MgSO4, filtered, and concentrated in vacuo. The crude product was purified via silica gel chrom...